Dataset: the Open Reaction Database (ORD), a public repository of structured organic reaction records. Task: describe an organic reaction: reactants, conditions, products, and yield The reactants are CC1(OCC(CO1)(C=1OC2=C(C1)C=C(C=C2)CCCCCCCC)NC(OC(C)(C)C)=O)C (tert-Butyl 2,2-dimethyl-5-(5-octylbenzofuran-2-yl)-1,3-dioxan-5-ylcarbamate), ClC=1C=C(C=CC1OCCC)C1=NC(=NO1)C=1C=CC2=C(C=C(O2)C2(COC(OC2)(C)C)NC(OC(C)(C)C)=O)C1 (tert-butyl 5-(5-(5-(3-chloro-4-propoxy phenyl)-1,2,4-oxadiazol-3-yl)benzofuran-2-yl)-2,2-dimethyl-1,3-dioxan-5-yl-carbamate). The product is NC(CO)(CO)C=1OC2=C(C1)C=C(C=C2)CCCCCCCC (2-Amino-2-(5-octylbenzofuran-2-yl)propane-1,3-diol). The yield is 51.0%. RXN SMILES: CC1(C)[O:7][CH2:6][C:5]([NH:25]C(=O)OC(C)(C)C)([C:8]2[O:9][C:10]3[CH:16]=[CH:15][C:14]([CH2:17][CH2:18][CH2:19][CH2:20][CH2:21][CH2:22][CH2:23][CH3:24])=[CH:13][C:11]=3[CH:12]=2)[CH2:4][O:3]1.ClC1C=C(C2ON=C(C3C=CC4OC(C5(NC(=O)OC(C)(C)C)COC(C)(C)OC5)=CC=4C=3)N=2)C=CC=1OCCC>>[NH2:25][C:5]([C:8]1[O:9][C:10]2[CH:16]=[CH:15][C:14]([CH2:17][CH2:18][CH2:19][CH2:20][CH2:21][CH2:22][CH2:23][CH3:24])=[CH:13][C:11]=2[CH:12]=1)([CH2:6][OH:7])[CH2:4][OH:3]. Reported procedure: When the product of Step B was substituted for tert-butyl 5-(5-(5-(3-chloro-4-propoxy phenyl)-1,2,4-oxadiazol-3-yl)benzofuran-2-yl)-2,2-dimethyl-1,3-dioxan-5-yl-carbamate in Example 36, Step E, the similar procedure afforded the title compound in 51% yield, as off white solid. 1H NMR (DMSO-d6) 7.44 (d, 1H, J=1.98 Hz); 7.0 (dd, 1H, J=8.28, 1.98 Hz); 6.87 (d, 1H, J=8.22 Hz); 5.11 (s, 1H); 2.47 (t, 2H, J=7.5 Hz); 1.56-1.51 (m, 2H); 1.27-1.26 (m, 10H); 0.87 (t, 3H, J=6.45 Hz). Conditions: time 3 hour. Procedure details: Dissolve 2-(Carbethoxy)methylamino-4-trifluoromethylbenzonitrile (2.34 g, 8.6 mmol) in tetrahydrofuran (40 mL) and add dropwise with stirring to a solution of potassium tert-butoxide (9.46 mL of a 1M tetrahydrofuran solution) under a nitrogen atmosphere at 0° C. The reaction was allowed to warm to room temperature. After 3 hour, dilute with ethyl acetate, rinse with water, saturated sodium chloride, dry magnesium sulfate, filter and concentrate in vacuo. Purify the residue by flash chromatograph... Reaction SMILES: [C:1]([CH2:6][NH:7][C:8]1[CH:15]=[C:14]([C:16]([F:19])([F:18])[F:17])[CH:13]=[CH:12][C:9]=1[C:10]#[N:11])([O:3][CH2:4][CH3:5])=[O:2].CC(C)([O-])C.[K+]>O1CCCC1.C(OCC)(=O)C>[NH2:11][C:10]1[C:9]2[C:8](=[CH:15][C:14]([C:16]([F:18])([F:17])[F:19])=[CH:13][CH:12]=2)[NH:7][C:6]=1[C:1]([O:3][CH2:4][CH3:5])=[O:2] |f:1.2|. Solvent: O1CCCC1 (tetrahydrofuran), O1CCCC1 (tetrahydrofuran), C(C)(=O)OCC (ethyl acetate). Yield: 52.1%. The product is NC1=C(NC2=CC(=CC=C12)C(F)(F)F)C(=O)OCC (3-amino-2-carbethoxy-6-trifluoromethylindole). Reactants: C(=O)(OCC)CNC1=C(C#N)C=CC(=C1)C(F)(F)F (2-(Carbethoxy)methylamino-4-trifluoromethylbenzonitrile), CC(C)([O-])C.[K+] (potassium tert-butoxide). The reactants are ClC=1C=CC2=C(C(N(CCO2)C(CCl)=O)C2=CC=CC=C2)C1 (7-Chloro-4-(2-chloroacetyl)-5-phenyl-2,3,4,5-tetrahydro-1,4-benzoxazepine), C(C)NCC (diethylamine). Run in C(Cl)Cl (CH2Cl2). Reaction conditions: time 18 hour. Product: ClC=1C=CC2=C(C(N(CCO2)C(CN(CC)CC)=O)C2=CC=CC=C2)C1 (7-chloro-4-(2-diethylaminoacetyl)-5-phenyl-2,3,4,5-tetrahydro-1,4-benzoxazepine). Reaction SMILES: [Cl:1][C:2]1[CH:3]=[CH:4][C:5]2[O:11][CH2:10][CH2:9][N:8]([C:12](=[O:15])[CH2:13]Cl)[CH:7]([C:16]3[CH:21]=[CH:20][CH:19]=[CH:18][CH:17]=3)[C:6]=2[CH:22]=1.[CH2:23]([NH:25][CH2:26][CH3:27])[CH3:24]>C(Cl)Cl>[Cl:1][C:2]1[CH:3]=[CH:4][C:5]2[O:11][CH2:10][CH2:9][N:8]([C:12](=[O:15])[CH2:13][N:25]([CH2:26][CH3:27])[CH2:23][CH3:24])[CH:7]([C:16]3[CH:21]=[CH:20][CH:19]=[CH:18][CH:17]=3)[C:6]=2[CH:22]=1. Reported procedure: 7-Chloro-4-(2-chloroacetyl)-5-phenyl-2,3,4,5-tetrahydro-1,4-benzoxazepine (2.3 g, 8.8 millimoles), prepared as described in Example 4a was dissolved in 100 ml CH2Cl2, to which solution was added diethylamine (6.5 g; 88.0 millimoles). The resulting solution was allowed to stir at room temperature for 18 hours after which the solvent was removed. The residue was extracted with diethyl ether. The ethereal solution was washed with three portions of H2O, with brine, and was dried over Na2So4, filtere... The reactants are COC(NC=1SC2=C(N1)C(=CC=C2C2OCCOC2)OC)=O ((±)-(7-[1,4]dioxan-2-yl-4-methoxy-benzothiazol-2-yl)-carbamic acid methyl ester), [OH-].[Na+] (sodium hydroxide). Solvent: O1CCOCC1 (dioxane), C(CO)O (ethylene glycol). Reaction conditions: temperature 100 celsius. Product: O1C(COCC1)C1=CC=C(C=2N=C(SC21)N)OC ((±)-7-[1,4]dioxan-2-yl-4-methoxy-benzothiazol-2-ylamine). Yield: 73.1%. As a reaction SMILES: COC(=O)[NH:4][C:5]1[S:6][C:7]2[C:13]([CH:14]3[CH2:19][O:18][CH2:17][CH2:16][O:15]3)=[CH:12][CH:11]=[C:10]([O:20][CH3:21])[C:8]=2[N:9]=1.[OH-].[Na+]>O1CCOCC1.C(O)CO>[O:15]1[CH2:16][CH2:17][O:18][CH2:19][CH:14]1[C:13]1[C:7]2[S:6][C:5]([NH2:4])=[N:9][C:8]=2[C:10]([O:20][CH3:21])=[CH:11][CH:12]=1 |f:1.2|. Procedure details: To a stirred solution of 1.10 g (3.39 mmol) (±)-(7-[1,4]dioxan-2-yl-4-methoxy-benzothiazol-2-yl)-carbamic acid methyl ester in 50 ml dioxane and 50 ml ethylene glycol was added 100 ml of a 5 N aq. sodium hydroxide solution and the mixture was heated at 100° C. for 16 h. After cooling to room temperature the mixture was poured onto water and extracted three times with ethyl acetate. The combined organic phases were washed with brine, then dried over sodium sulfate and concentrated in vacuo. Tritu... Reactants: NC=1C(=C(C(=NC1S)C)C(=O)OCC)NC(C)CC (5-amino-4-sec.butylamino-6-mercapto-2-methylpyridine-3-carboxylic acid, ethyl ester), C(=O)O (formic acid). Product: C(C)(CC)NC1=C2C(=NC(=C1C(=O)OCC)C)SC=N2 (7-sec.Butylamino-5-methylthiazolo[5,4-b]pyridine-6-carboxylic acid, ethyl ester). Reaction SMILES: [NH2:1][C:2]1[C:3]([NH:15][CH:16]([CH2:18][CH3:19])[CH3:17])=[C:4]([C:10]([O:12][CH2:13][CH3:14])=[O:11])[C:5]([CH3:9])=[N:6][C:7]=1[SH:8].[CH:20](O)=O>>[CH:16]([NH:15][C:3]1[C:4]([C:10]([O:12][CH2:13][CH3:14])=[O:11])=[C:5]([CH3:9])[N:6]=[C:7]2[S:8][CH:20]=[N:1][C:2]=12)([CH2:18][CH3:19])[CH3:17]. Procedure details: 2.8 g. of 5-amino-4-sec.butylamino-6-mercapto-2-methylpyridine-3-carboxylic acid, ethyl ester are refluxed in 10 ml. of formic acid for 12 hours. After this time, the excess acid is removed in vacuo and the residue is dissolved in 10 ml. of water. The aqueous solution is made alkaline with sodium hydroxide and extracted twice, each time with 10 ml. of ether. The ether layer is collected, dried over calcium chloride and evaporated to dryness. The residue, 7-sec.butylamino-5-methylthiazolo[5,4-b]p... The reactants are C(C)(C)(C)OC(C1=CN=C(C(=C1)CC(C)C)C)=O (6-methyl-5-isobutyl-nicotinic acid tert.-butyl ester), Cl (HCl). Run in O1CCOCC1 (dioxane), O1CCOCC1 (dioxane). Reaction conditions: time 3 hour. Yields the product Cl.C(C(C)C)C=1C(=NC=C(C(=O)O)C1)C (5-isobutyl-6-methyl-nicotinic acid hydrochloride). Reaction SMILES: C([O:5][C:6](=[O:18])[C:7]1[CH:12]=[C:11]([CH2:13][CH:14]([CH3:16])[CH3:15])[C:10]([CH3:17])=[N:9][CH:8]=1)(C)(C)C.[ClH:19]>O1CCOCC1>[ClH:19].[CH2:13]([C:11]1[C:10]([CH3:17])=[N:9][CH:8]=[C:7]([CH:12]=1)[C:6]([OH:18])=[O:5])[CH:14]([CH3:16])[CH3:15] |f:3.4|. Procedure: To a solution of 6-methyl-5-isobutyl-nicotinic acid tert.-butyl ester (0.50 g, 2 mmol) in dioxane (20 mL), 4 N HCl in dioxane (30 mL) is added. The mixture is stirred for 3 h. The solvent is evaporated to give 5-isobutyl-6-methyl-nicotinic acid hydrochloride (0.52 g); LC-MS: tR=0.54 min; [M+1]+=194.29; 1H NMR (D6-DMSO) δ 0.91 (d, J=6.5 Hz, 6H), 1.91 (hept, J=6.5 Hz), 2.68 (d, J=7.3 Hz, 2H), 2.73 (s, 3H), 8.47 (d, J=1.8 Hz, 1H), 8.90 (d, J=2.0 Hz, 1H). Reactants: C(C)N(CCSC1=CC=C(N)C=C1)CC (4-{[2-(diethylamino)ethyl]sulfanyl}aniline), amidine, ClC1=CC=C(C=C1)C1=CC(=C(S1)C(=O)OC)N=CN(C)C (methyl 5-(4-chlorophenyl)-3-{[(dimethylamino)methylidene]amino]2-thiophenecarboxylate), C1(=CC=CC=C1)O (phenol). Run at temperature 190 celsius, time 8 hour. Product: ClC1=CC=C(C=C1)C1=CC=2N=CN(C(C2S1)=O)C1=CC=C(C=C1)SCCN(CC)CC (6-(4-chlorophenyl)-3-(4-{[2-(diethylamino)ethyl]sulfanyl}phenyl)thieno[3,2-d]pyrimidin-4(3H)-one). RXN SMILES: [CH2:1]([N:3]([CH2:14][CH3:15])[CH2:4][CH2:5][S:6][C:7]1[CH:13]=[CH:12][C:10]([NH2:11])=[CH:9][CH:8]=1)[CH3:2].[Cl:16][C:17]1[CH:22]=[CH:21][C:20]([C:23]2[S:27][C:26]([C:28](OC)=[O:29])=[C:25]([N:32]=[CH:33]N(C)C)[CH:24]=2)=[CH:19][CH:18]=1.C1(O)C=CC=CC=1>>[Cl:16][C:17]1[CH:18]=[CH:19][C:20]([C:23]2[S:27][C:26]3[C:28](=[O:29])[N:11]([C:10]4[CH:9]=[CH:8][C:7]([S:6][CH2:5][CH2:4][N:3]([CH2:1][CH3:2])[CH2:14][CH3:15])=[CH:13][CH:12]=4)[CH:33]=[N:32][C:25]=3[CH:24]=2)=[CH:21][CH:22]=1. Procedure: The mixture of 4-{[2-(diethylamino)ethyl]sulfanyl}aniline (1.0 mmol, 271 mg), amidine (methyl 5-(4-chlorophenyl)-3-{[(dimethylamino)methylidene]amino]2-thiophenecarboxylate, 1.0 mmol, 322 mg, the preparation of which may be found in the Example J13) and phenol (350 mg) was heated to 190° C. for 20 minutes. The mixture was cooled to room temperature and then washed with methanol. The crude solid product was collected by filtration and then was dissolved in minimum amount of dichlomethane. Adding ...